This data is from the Open Reaction Database (ORD), a public repository of structured organic reaction records. The task is: describe an organic reaction: reactants, conditions, products, and yield The reactants are CC1=C(C=CC=2C3=CC=CC=C3NC12)CC(=O)OC (methyl (1-methylcarbazol-2-yl)acetate), COC(=O)C1=CC=C(CBr)C=C1 (4-methoxycarbonylbenzyl bromide). Yields the product COC(=O)C1=CC=C(CN2C3=CC=CC=C3C=3C=CC(=C(C23)C)CC(=O)OC)C=C1 (Methyl [9-(4-methoxycarbonylbenzyl)-1-methylcarbazol-2-yl]-acetate). Reaction SMILES: [CH3:1][C:2]1[C:14]2[NH:13][C:12]3[C:7](=[CH:8][CH:9]=[CH:10][CH:11]=3)[C:6]=2[CH:5]=[CH:4][C:3]=1[CH2:15][C:16]([O:18][CH3:19])=[O:17].[CH3:20][O:21][C:22]([C:24]1[CH:31]=[CH:30][C:27]([CH2:28]Br)=[CH:26][CH:25]=1)=[O:23]>>[CH3:20][O:21][C:22]([C:24]1[CH:31]=[CH:30][C:27]([CH2:28][N:13]2[C:14]3[C:2]([CH3:1])=[C:3]([CH2:15][C:16]([O:18][CH3:19])=[O:17])[CH:4]=[CH:5][C:6]=3[C:7]3[C:12]2=[CH:11][CH:10]=[CH:9][CH:8]=3)=[CH:26][CH:25]=1)=[O:23]. Reported procedure: Following a procedure and using relative proportions of starting materials similar to those described in Example 4, but using methyl (1-methylcarbazol-2-yl)acetate and 4-methoxycarbonylbenzyl bromide as starting materials, the title compound was obtained as an oil.